Dataset: the Open Reaction Database (ORD), a public repository of structured organic reaction records. Task: describe an organic reaction: reactants, conditions, products, and yield Reactants: NC1=CC=C(C=C1)CC(=O)OCC (Ethyl p-aminophenylacetate), C(C)I (ethyl iodide), N1=CC=CC=C1 (pyridine). Solvent: C(C)(C)O (isopropanol). The product is C(C)NC1=CC=C(C=C1)CC(=O)OCC (Ethyl p-ethylaminophenylacetate). Yield: 32.0%. As a reaction SMILES: [NH2:1][C:2]1[CH:7]=[CH:6][C:5]([CH2:8][C:9]([O:11][CH2:12][CH3:13])=[O:10])=[CH:4][CH:3]=1.[CH2:14](I)[CH3:15].N1C=CC=CC=1>C(O)(C)C>[CH2:14]([NH:1][C:2]1[CH:3]=[CH:4][C:5]([CH2:8][C:9]([O:11][CH2:12][CH3:13])=[O:10])=[CH:6][CH:7]=1)[CH3:15]. Procedure: Ethyl p-aminophenylacetate (5.4 g), ethyl iodide (4.7 g), pyridine (2.4 g) and isopropanol (50 ml) are boiled together during 6 hours. The reaction mixture is concentrated in vacuo, taken up into water, extracted with ether and dried, and the solvent is then removed. Ethyl p-ethylaminophenylacetate (2 g) is isolated by chromatography over silica. Saponification in the cold, in methanolic sodium hydroxide, gives 1.2 g of p-ethylaminophenylacetic acid. M.p. inst. = 123°C after recrystallization fr... The product is C(C)(C)N1CCC(CC1)NC(=O)C1=NC2=C(N1CC(NC1=NC=C(C=C1)Cl)=O)C=CC(=C2)C(=O)N2CCOCCC2 (1-[(5-Chloro-pyridin-2-ylcarbamoyl)-methyl]-5-([1,4]oxazepane-4-carbonyl)-1H-benzoimidazole-2-carboxylic acid (1-isopropyl-piperidin-4-yl)-amide). As a reaction SMILES: [Cl:1][C:2]1[CH:3]=[CH:4][C:5]([NH:8][C:9]([CH2:11][N:12]2[C:16]3[CH:17]=[CH:18][C:19]([C:21]([OH:23])=O)=[CH:20][C:15]=3[N:14]=[C:13]2[C:24](=[O:35])[NH:25][CH:26]2[CH2:31][CH2:30][N:29]([CH:32]([CH3:34])[CH3:33])[CH2:28][CH2:27]2)=[O:10])=[N:6][CH:7]=1.[CH2:36]1[CH2:42][O:41][CH2:40][CH2:39][NH:38][CH2:37]1.Cl>>[CH:32]([N:29]1[CH2:28][CH2:27][CH:26]([NH:25][C:24]([C:13]2[N:12]([CH2:11][C:9](=[O:10])[NH:8][C:5]3[CH:4]=[CH:3][C:2]([Cl:1])=[CH:7][N:6]=3)[C:16]3[CH:17]=[CH:18][C:19]([C:21]([N:38]4[CH2:37][CH2:36][CH2:42][O:41][CH2:40][CH2:39]4)=[O:23])=[CH:20][C:15]=3[N:14]=2)=[O:35])[CH2:31][CH2:30]1)([CH3:34])[CH3:33] |f:1.2|. Reported procedure: 1-[(5-Chloro-pyridin-2-ylcarbamoyl)-methyl]-5-([1,4]oxazepane-4-carbonyl)-1H-benzoimidazole-2-carboxylic acid (1-isopropyl-piperidin-4-yl)-amide was prepared by a procedure according to example 22 starting from 147.8 mg (0.296 mmol) 1-[(5-Chloro-pyridin-2-ylcarbamoyl)-methyl]-2-(1-isopropyl-piperidin-4-ylcarbamoyl)-1H-benzoimidazole-5-carboxylic acid and 44.8 mg (0.326 mmol) homomorpholine-hydrochloride. The title compound was obtained as its formiate. Subsequent transformation to the correspond... Reactants: ClC=1C=CC(=NC1)NC(=O)CN1C(=NC2=C1C=CC(=C2)C(=O)O)C(NC2CCN(CC2)C(C)C)=O (1-[(5-Chloro-pyridin-2-ylcarbamoyl)-methyl]-2-(1-isopropyl-piperidin-4-ylcarbamoyl)-1H-benzoimidazole-5-carboxylic acid), C1CNCCOC1.Cl (homomorpholine-hydrochloride). Reaction SMILES: [CH2:1]([CH2:2][CH2:3][CH2:4][CH3:5])[CH:6]1[CH2:7][CH2:8][CH:9]([C:12](=[O:13])[OH:14])[CH2:10][CH2:11]1.[S:15]([Cl:16])([Cl:17])=[O:18]>>[CH2:1]([CH2:2][CH2:3][CH2:4][CH3:5])[CH:6]1[CH2:7][CH2:8][CH:9]([C:12](=[O:14])[Cl:17])[CH2:10][CH2:11]1. Product: CCCCCC1CCC(C(=O)Cl)CC1. The reactants are CCCCCC1CCC(C(=O)O)CC1, O=S(Cl)Cl. Yields the product CCOC(=O)c1sc(N2CCN(Cc3ccc(C(F)F)o3)C2=O)nc1C. As a reaction SMILES: [CH3:1][c:2]1[n:3][c:4]([N:12]2[C:13](=[O:17])[NH:14][CH2:15][CH2:16]2)[s:5][c:6]1[C:7](=[O:8])[O:9][CH2:10][CH3:11].[F:18][CH:19]([c:20]1[cH:21][cH:22][c:23]([CH2:25][OH:26])[o:24]1)[F:27].[N:28]([C:29]([N:30]([CH3:31])[CH3:32])=[O:33])=[N:34][C:35]([N:36]([CH3:37])[CH3:38])=[O:39].[O:40]1[CH2:41][CH2:42][CH2:43][CH2:44]1>>[CH3:1][c:2]1[n:3][c:4]([N:12]2[C:13](=[O:17])[N:14]([CH2:25][c:23]3[cH:22][cH:21][c:20]([CH:19]([F:18])[F:27])[o:24]3)[CH2:15][CH2:16]2)[s:5][c:6]1[C:7](=[O:8])[O:9][CH2:10][CH3:11]. The reactants are CCOC(=O)c1sc(N2CCNC2=O)nc1C, OCc1ccc(C(F)F)o1, CN(C)C(=O)N=NC(=O)N(C)C, C1CCOC1. The reactants are CC=1N=C2N(C=CC=N2)C1C1=CC=C(C=C1)C(F)(F)F (2-methyl-3-[4-(trifluoromethyl)phenyl]imidazo[1,2-a]pyrimidine), CCO (EtOH), O.NN (hydrazine hydrate). Reaction conditions: temperature 125 celsius, time 30 minute. The product is C(=O)[O-].CC=1N=C(NC1C1=CC=C(C=C1)C(F)(F)F)[NH3+] ([4-Methyl-5-[4-(trifluoromethyl)phenyl]-1H-imidazol-2-yl]ammonium formate). The yield is 72.9%. As a reaction SMILES: [CH3:1][C:2]1[N:3]=[C:4]2[N:9]=CC=C[N:5]2[C:10]=1[C:11]1[CH:16]=[CH:15][C:14]([C:17]([F:20])([F:19])[F:18])=[CH:13][CH:12]=1.C[CH2:22][OH:23].[OH2:24].NN>>[CH:22]([O-:23])=[O:24].[CH3:1][C:2]1[N:3]=[C:4]([NH3+:9])[NH:5][C:10]=1[C:11]1[CH:12]=[CH:13][C:14]([C:17]([F:20])([F:18])[F:19])=[CH:15][CH:16]=1 |f:2.3,4.5|. Procedure: Suspend 2-methyl-3-[4-(trifluoromethyl)phenyl]imidazo[1,2-a]pyrimidine (2.176 g, 7.849 mmol) in EtOH (15.00 mL, 257.646 mmol). Add hydrazine hydrate (4.00 mL, 81.821 mmol). Heat to 125° C. with microwave irradiation. Stir for 30 minutes, and concentrate under reduced pressure. Dissolve the residue in EtOAc (75 mL); wash the organic extracts with water (3×50 mL); and then wash with a saturated NaCl aqueous solution (50 mL). Dry the organic extracts over Na2SO4; filter; collect the filtrate; and c... Reactants: COc1ccc2c(c1)C(N1CCN(C(C)=O)CC1)CCC2, CCO, [Na+], [OH-]. Product: COc1ccc2c(c1)C(N1CCNCC1)CCC2. Reaction SMILES: [C:1](=[O:2])([CH3:3])[N:4]1[CH2:5][CH2:6][N:7]([CH:10]2[CH2:11][CH2:12][CH2:13][c:14]3[cH:15][cH:16][c:17]([O:20][CH3:21])[cH:18][c:19]32)[CH2:8][CH2:9]1.[CH3:24][CH2:25][OH:26].[Na+:23].[OH-:22]>>[NH:4]1[CH2:5][CH2:6][N:7]([CH:10]2[CH2:11][CH2:12][CH2:13][c:14]3[cH:15][cH:16][c:17]([O:20][CH3:21])[cH:18][c:19]32)[CH2:8][CH2:9]1. Reactants: N[C@@H]1CC[C@H](CC1)C1COC=2C=NC3=CC=C(C=C3C2C1)O (3-(trans-4-amino-cyclohexyl)-3,4-dihydro-2H-1-oxa-9-aza-phenanthren-6-ol), O=C1CSC2=C(N1)C=C(C=C2)C(=O)O (3-oxo-3,4-dihydro-2H-benzo[1,4]thiazine-6-carboxylic acid). The product is OC=1C=C2C=3CC(COC3C=NC2=CC1)[C@@H]1CC[C@H](CC1)NC(=O)C=1C=CC2=C(NC(CS2)=O)C1 (3-oxo-3,4-dihydro-2H-benzo[1,4]thiazine-6-carboxylic acid [trans-4-(6-hydroxy-3,4-dihydro-2H-1-oxa-9-aza-phenanthren-3-yl)-cyclohexyl]-amide). RXN SMILES: [NH2:1][C@H:2]1[CH2:7][CH2:6][C@H:5]([CH:8]2[CH2:21][C:20]3[C:19]4[C:14](=[CH:15][CH:16]=[C:17]([OH:22])[CH:18]=4)[N:13]=[CH:12][C:11]=3[O:10][CH2:9]2)[CH2:4][CH2:3]1.[O:23]=[C:24]1[NH:29][C:28]2[CH:30]=[C:31]([C:34](O)=[O:35])[CH:32]=[CH:33][C:27]=2[S:26][CH2:25]1>>[OH:22][C:17]1[CH:18]=[C:19]2[C:14](=[CH:15][CH:16]=1)[N:13]=[CH:12][C:11]1[O:10][CH2:9][CH:8]([C@H:5]3[CH2:4][CH2:3][C@H:2]([NH:1][C:34]([C:31]4[CH:32]=[CH:33][C:27]5[S:26][CH2:25][C:24](=[O:23])[NH:29][C:28]=5[CH:30]=4)=[O:35])[CH2:7][CH2:6]3)[CH2:21][C:20]2=1. Procedure details: The titled compound is prepared as a white lyophilizated powder following Scheme 6 and in analogy to Example 15 using 3-(trans-4-amino-cyclohexyl)-3,4-dihydro-2H-1-oxa-9-aza-phenanthren-6-ol and 3-oxo-3,4-dihydro-2H-benzo[1,4]thiazine-6-carboxylic acid as starting materials.